Dataset: the Open Reaction Database (ORD), a public repository of structured organic reaction records. Task: describe an organic reaction: reactants, conditions, products, and yield Reactants: FC=1C=CC(=C(C1)C(C)O)OC (1-(5-fluoro-2-methoxy-phenyl)-ethanol), NC1=NC=C(N=C1Br)Br (2-amino-3,5-dibromo-pyrazine), C[Si]([N-][Si](C)(C)C)(C)C.[Na+] (sodium hexamethyldisilazide). Run in O1CCCC1 (tetrahydrofuran). Reaction conditions: temperature 66 celsius. The product is BrC=1N=C(C(=NC1)N)OC(C)C1=C(C=CC(=C1)F)OC (5-Bromo-3-[1-(5-fluoro-2-methoxy-phenyl)-ethoxy]-pyrazin-2-ylamine). The yield is 52.5%. Reaction SMILES: [F:1][C:2]1[CH:3]=[CH:4][C:5]([O:11][CH3:12])=[C:6]([CH:8]([OH:10])[CH3:9])[CH:7]=1.[NH2:13][C:14]1[C:19](Br)=[N:18][C:17]([Br:21])=[CH:16][N:15]=1.C[Si](C)(C)[N-][Si](C)(C)C.[Na+]>O1CCCC1>[Br:21][C:17]1[N:18]=[C:19]([O:10][CH:8]([C:6]2[CH:7]=[C:2]([F:1])[CH:3]=[CH:4][C:5]=2[O:11][CH3:12])[CH3:9])[C:14]([NH2:13])=[N:15][CH:16]=1 |f:2.3|. Procedure: To a solution of 1-(5-fluoro-2-methoxy-phenyl)-ethanol (33.6 g, 197 mmol, 1.5 eq.) in tetrahydrofuran (140 mL) was added 2-amino-3,5-dibromo-pyrazine (39.9 g, 158 mmol) followed by a solution of sodium hexamethyldisilazide (1M in tetrahydrofuran, 200 mL, 1.5 eq.). This mixture was then heated to 66° C. for 4 hr before cooling and evaporating under reduced pressure. The residue was purified by chromatography on silica gel (100 g) eluting with tert-butyl methyl ether to give an orange solid after ...